This data is from the Open Reaction Database (ORD), a public repository of structured organic reaction records. The task is: describe an organic reaction: reactants, conditions, products, and yield Reactants: C[C@H]1[C@@H](CN(C1)CC=1C=NC(=NC1)C)C=1NC(C2=C(N1)N(N=C2)C2CCOCC2)=O (6-{(3S,4S)-4-methyl-1-[(2-methylpyrimidin-5-yl)methyl]pyrrolidin-3-yl}-1-(tetrahydro-2H-pyran-4-yl)-1,5-dihydro-4H-pyrazolo[3,4-d]pyrimidin-4-one), C(#N)[BH3-].[Na+] (sodium cyanoborohydride), FC(C1=C(C=O)C=CC=C1)(F)F (2-(trifluoromethyl)benzaldehyde). Yields the product C[C@H]1[C@@H](CN(C1)CC1=C(C=CC=C1)C(F)(F)F)C=1NC(C2=C(N1)N(N=C2)C2CCOCC2)=O (6-{(3S,4S)-4-methyl-1-[2-(trifluoromethyl)benzyl]pyrrolidin-3-yl}-1-(tetrahydro-2H-pyran-4-yl)-1,5-dihydro-4H-pyrazolo[3,4-d]pyrimidin-4-one). RXN SMILES: [CH3:1][C@@H:2]1[CH2:6][N:5](CC2C=NC(C)=NC=2)[CH2:4][C@H:3]1[C:15]1[NH:16][C:17](=[O:30])[C:18]2[CH:23]=[N:22][N:21]([CH:24]3[CH2:29][CH2:28][O:27][CH2:26][CH2:25]3)[C:19]=2[N:20]=1.C([BH3-])#N.[Na+].[F:35][C:36]([F:46])([F:45])[C:37]1[CH:44]=[CH:43][CH:42]=[CH:41][C:38]=1[CH:39]=O>>[CH3:1][C@@H:2]1[CH2:6][N:5]([CH2:39][C:38]2[CH:41]=[CH:42][CH:43]=[CH:44][C:37]=2[C:36]([F:46])([F:45])[F:35])[CH2:4][C@H:3]1[C:15]1[NH:16][C:17](=[O:30])[C:18]2[CH:23]=[N:22][N:21]([CH:24]3[CH2:29][CH2:28][O:27][CH2:26][CH2:25]3)[C:19]=2[N:20]=1 |f:1.2|. Procedure details: Following the procedure for the preparation of 6-{(3S,4S)-4-methyl-1-[(2-methylpyrimidin-5-yl)methyl]pyrrolidin-3-yl}-1-(tetrahydro-2H-pyran-4-yl)-1,5-dihydro-4H-pyrazolo[3,4-d]pyrimidin-4-one but substituting sodium cyanoborohydride and 2-(trifluoromethyl)benzaldehyde provided the title compound. 400 MHz 1H NMR (CDCl3) δ 10.58 (brs, 1H), 8.01 (s, 1H), 7.79-7.76 (m, 1H), 7.64-7.58 (m, 2H), 7.37-7.34 (m, 1H), 4.83-4.76 (m, 1H), 4.14-4.08 (m, 2H), 3.88 (m, 2H), 3.62-3.54 (m, 2H), 3.39 (t, J=8.3 Hz... Reactants: COC1=CC2=C(CC(N(CC2)CCCCl)=O)C=C1OC (3-(7,8-dimethoxy-1,3,4,5-tetrahydro-2H-3-benzazepin-2-on-3-yl)-1-chloropropane), NC1=C(C=C(C=C1Br)OCCCNC)Br (N-[3-(4-amino-3,5-dibromo-phenyloxy)-propyl]-methylamine). Run in C(C)N(CC)CC (triethylamine). The product is COC1=CC2=C(CC(N(CC2)CCCN(CCCOC2=CC(=C(C(=C2)Br)N)Br)C)=O)C=C1OC (N-[3-(7,8-Dimethoxy-1,3,4,5-tetrahydro-2H-3-benzazepin-2-on-3-yl)-propyl]-N-[3-(4-amino-3,5-dibromo-phenyloxy)-propyl]-methylamine). RXN SMILES: [CH3:1][O:2][C:3]1[C:18]([O:19][CH3:20])=[CH:17][C:6]2[CH2:7][C:8](=[O:16])[N:9]([CH2:12][CH2:13][CH2:14]Cl)[CH2:10][CH2:11][C:5]=2[CH:4]=1.[NH2:21][C:22]1[C:27]([Br:28])=[CH:26][C:25]([O:29][CH2:30][CH2:31][CH2:32][NH:33][CH3:34])=[CH:24][C:23]=1[Br:35]>C(N(CC)CC)C>[CH3:1][O:2][C:3]1[C:18]([O:19][CH3:20])=[CH:17][C:6]2[CH2:7][C:8](=[O:16])[N:9]([CH2:12][CH2:13][CH2:14][N:33]([CH3:34])[CH2:32][CH2:31][CH2:30][O:29][C:25]3[CH:24]=[C:23]([Br:35])[C:22]([NH2:21])=[C:27]([Br:28])[CH:26]=3)[CH2:10][CH2:11][C:5]=2[CH:4]=1. Reported procedure: The title compound is prepared from [3-(7,8-dimethoxy-1,3,4,5-tetrahydro-2H-3-benzazepin-2-on-3-yl)-1-chloropropane, N-[3-(4-amino-3,5-dibromo-phenyloxy)-propyl]-methylamine and triethylamine analogously to Example 6. Starting materials: C(CCOCCOCCOCCOCCOCCOCCOCCOCCOCCC(=O)ON1C(CCC1=O)=O)(=O)ON1C(CCC1=O)=O (bis(2,5-dioxopyrrolidin-1-yl) 4,7,10,13,16,19,22,25,28-nonaoxahentriacontane-1,31-dioate), NCCOCCOCCOCCOCCOCCOCCOCCOCCOCCOCCNS(=O)(=O)C1=CC(=CC=C1)C1CN(CC2=C(C=C(C=C12)Cl)Cl)C (N-(32-amino-3,6,9,12,15,18,21,24,27,30-decaoxadotriacontyl)-3-(6,8-dichloro-2-methyl-1,2,3,4-tetrahydroisoquinolin-4-yl)benzenesulfonamide), NCCOCCOCCOCCOCCOCCOCCOCCOCCOCCOCCNS(=O)(=O)C1=CC(=CC=C1)C1CN(CC2=C(C=C(C=C12)Cl)Cl)C (N-(32-amino-3,6,9,12,15,18,21,24,27,30-decaoxadotriacontyl)-3-(6,8-dichloro-2-methyl-1,2,3,4-tetrahydroisoquinolin-4-yl)benzenesulfonamide). The product is ClC=1C=C2C(CN(CC2=C(C1)Cl)C)C=1C=C(C=CC1)S(=O)(=O)NCCOCCOCCOCCOCCOCCOCCOCCOCCOCCOCCNC(CCOCCOCCOCCOCCOCCOCCOCCOCCOCCC(=O)NCCOCCOCCOCCOCCOCCOCCOCCOCCOCCOCCNS(=O)(=O)C1=CC(=CC=C1)C1CN(CC2=C(C=C(C=C12)Cl)Cl)C)=O (N1,N31-bis(32-(3-(6,8-dichloro-2-methyl-1,2,3,4-tetrahydroisoquinolin-4-yl)phenylsulfonamido)-3,6,9,12,15,18,21,24,27,30-decaoxadotriacontyl)-4,7,10,13,16,19,22,25,28-nonaoxahentriacontane-1,31-diamide). Isolated yield 49.8%. RXN SMILES: [C:1]([O:42]N1C(=O)CCC1=O)(=O)[CH2:2][CH2:3][O:4][CH2:5][CH2:6][O:7][CH2:8][CH2:9][O:10][CH2:11][CH2:12][O:13][CH2:14][CH2:15][O:16][CH2:17][CH2:18][O:19][CH2:20][CH2:21][O:22][CH2:23][CH2:24][O:25][CH2:26][CH2:27][O:28][CH2:29][CH2:30][C:31]([O:33]N1C(=O)CCC1=O)=O.[NH2:50][CH2:51][CH2:52][O:53][CH2:54][CH2:55][O:56][CH2:57][CH2:58][O:59][CH2:60][CH2:61][O:62][CH2:63][CH2:64][O:65][CH2:66][CH2:67][O:68][CH2:69][CH2:70][O:71][CH2:72][CH2:73][O:74][CH2:75][CH2:76][O:77][CH2:78][CH2:79][O:80][CH2:81][CH2:82][NH:83][S:84]([C:87]1[CH:92]=[CH:91][CH:90]=[C:89]([CH:93]2[C:102]3[C:97](=[C:98]([Cl:104])[CH:99]=[C:100]([Cl:103])[CH:101]=3)[CH2:96][N:95]([CH3:105])[CH2:94]2)[CH:88]=1)(=[O:86])=[O:85]>>[Cl:103][C:100]1[CH:101]=[C:102]2[C:97](=[C:98]([Cl:104])[CH:99]=1)[CH2:96][N:95]([CH3:105])[CH2:94][CH:93]2[C:89]1[CH:88]=[C:87]([S:84]([NH:83][CH2:82][CH2:81][O:80][CH2:79][CH2:78][O:77][CH2:76][CH2:75][O:74][CH2:73][CH2:72][O:71][CH2:70][CH2:69][O:68][CH2:67][CH2:66][O:65][CH2:64][CH2:63][O:62][CH2:61][CH2:60][O:59][CH2:58][CH2:57][O:56][CH2:55][CH2:54][O:53][CH2:52][CH2:51][NH:50][C:31](=[O:33])[CH2:30][CH2:29][O:28][CH2:27][CH2:26][O:25][CH2:24][CH2:23][O:22][CH2:21][CH2:20][O:19][CH2:18][CH2:17][O:16][CH2:15][CH2:14][O:13][CH2:12][CH2:11][O:10][CH2:9][CH2:8][O:7][CH2:6][CH2:5][O:4][CH2:3][CH2:2][C:1]([NH:50][CH2:51][CH2:52][O:53][CH2:54][CH2:55][O:56][CH2:57][CH2:58][O:59][CH2:60][CH2:61][O:62][CH2:63][CH2:64][O:65][CH2:66][CH2:67][O:68][CH2:69][CH2:70][O:71][CH2:72][CH2:73][O:74][CH2:75][CH2:76][O:77][CH2:78][CH2:79][O:80][CH2:81][CH2:82][NH:83][S:84]([C:87]2[CH:92]=[CH:91][CH:90]=[C:89]([CH:93]3[C:102]4[C:97](=[C:98]([Cl:104])[CH:99]=[C:100]([Cl:103])[CH:101]=4)[CH2:96][N:95]([CH3:105])[CH2:94]3)[CH:88]=2)(=[O:86])=[O:85])=[O:42])(=[O:86])=[O:85])[CH:92]=[CH:91][CH:90]=1. Procedure details: Compound 217 was prepared following the procedure outlined in Example 168 using bis(2,5-dioxopyrrolidin-1-yl) 4,7,10,13,16,19,22,25,28-nonaoxahentriacontane-1,31-dioate (69.1 mg, 0.0975 mmol) and N-(32-amino-3,6,9,12,15,18,21,24,27,30-decaoxadotriacontyl)-3-(6,8-dichloro-2-methyl-1,2,3,4-tetrahydroisoquinolin-4-yl)benzenesulfonamide (Compound 214, 166.2 mg, 0.195 mmol). Purification by preparative HPLC gave the title compound (106.3 mg) as a TFA salt. 1H-NMR (400 MHz, CD3OD): δ 7.88 (d, 2H), 7.7... Reactants: NC1=NC=CC(=N1)N1N=C(C2=CC=C(C=C12)Br)C(=O)OCC (ethyl 1-(2-aminopyrimidin-4-yl)-6-bromo-1H-indazole-3-carboxylate), [H-].[Al+3].[Li+].[H-].[H-].[H-] (lithium aluminium hydride), solution. Solvent: C1CCOC1 (THF), C1CCOC1 (THF). Conditions: time 10 minute. The product is NC1=NC=CC(=N1)N1N=C(C2=CC=C(C=C12)Br)CO ([1-(2-aminopyrimidin-4-yl)-6-bromo-1H-indazol-3-yl]methanol). As a reaction SMILES: [NH2:1][C:2]1[N:7]=[C:6]([N:8]2[C:16]3[C:11](=[CH:12][CH:13]=[C:14]([Br:17])[CH:15]=3)[C:10]([C:18](OCC)=[O:19])=[N:9]2)[CH:5]=[CH:4][N:3]=1.[H-].[Al+3].[Li+].[H-].[H-].[H-]>C1COCC1>[NH2:1][C:2]1[N:7]=[C:6]([N:8]2[C:16]3[C:11](=[CH:12][CH:13]=[C:14]([Br:17])[CH:15]=3)[C:10]([CH2:18][OH:19])=[N:9]2)[CH:5]=[CH:4][N:3]=1 |f:1.2.3.4.5.6|. Reported procedure: To a solution ethyl 1-(2-aminopyrimidin-4-yl)-6-bromo-1H-indazole-3-carboxylate (500 mg, 0.88 mmol) in dry THF (4 mL) at 0° C. under an atmosphere of nitrogen was introduced lithium aluminium hydride (3.5 mL of a 1M solution in THF, 3.50 mmol). After 10 minutes at this temperature, the reaction mixture was quenched by carefully transferring into a rapidly stirred saturated aqueous solution of Rochelle's salt (5 mL). The suspension was extracted with DCM (10 mL) and the organic extract filtered t... Starting materials: BrC1=C(C=C(C(=C1)C(C)(C)C)OC)CSC (1-bromo-5-tert-butyl-4-methoxy-2-methylsulfanylmethyl-benzene), COC1=NC=CC=C1B(O)O (2-methoxy-3-pyridine boronic acid), C(=O)([O-])[O-].[Na+].[Na+] (Na2CO3). The reagents and catalysts are C=1C=CC(=CC1)[P](C=2C=CC=CC2)(C=3C=CC=CC3)[Pd]([P](C=4C=CC=CC4)(C=5C=CC=CC5)C=6C=CC=CC6)([P](C=7C=CC=CC7)(C=8C=CC=CC8)C=9C=CC=CC9)[P](C=1C=CC=CC1)(C=1C=CC=CC1)C=1C=CC=CC1 (Pd(PPh3)4). Solvent: CO (MeOH), C(Cl)Cl (DCM). Yields the product C(C)(C)(C)C=1C(=CC(=C(C1)C=1C(=NC=CC1)OC)CSC)OC (3-(5-tert-butyl-4-methoxy-2-methylsulfanylmethyl-phenyl)-2-methoxy-pyridine). Isolated yield 54.9%. RXN SMILES: Br[C:2]1[CH:7]=[C:6]([C:8]([CH3:11])([CH3:10])[CH3:9])[C:5]([O:12][CH3:13])=[CH:4][C:3]=1[CH2:14][S:15][CH3:16].[CH3:17][O:18][C:19]1[C:24](B(O)O)=[CH:23][CH:22]=[CH:21][N:20]=1.C([O-])([O-])=O.[Na+].[Na+]>CO.C(Cl)Cl.C1C=CC([P]([Pd]([P](C2C=CC=CC=2)(C2C=CC=CC=2)C2C=CC=CC=2)([P](C2C=CC=CC=2)(C2C=CC=CC=2)C2C=CC=CC=2)[P](C2C=CC=CC=2)(C2C=CC=CC=2)C2C=CC=CC=2)(C2C=CC=CC=2)C2C=CC=CC=2)=CC=1>[C:8]([C:6]1[C:5]([O:12][CH3:13])=[CH:4][C:3]([CH2:14][S:15][CH3:16])=[C:2]([C:24]2[C:19]([O:18][CH3:17])=[N:20][CH:21]=[CH:22][CH:23]=2)[CH:7]=1)([CH3:11])([CH3:10])[CH3:9] |f:2.3.4,^1:42,44,63,82|. Procedure details: step 2—A sealed tube containing 80 (50 mg), 2-methoxy-3-pyridine boronic acid (38 mg), Na2CO3 (43 g) and Pd(PPh3)4 (19 mg) in a mixture of MeOH (4 mL) and DCM (1 mL) was irradiated in a microwave synthesizer at 120° C. for 30 min. The organic volatiles were removed under reduced pressure. The residue was partitioned between EtOAc and water. The organic layer was washed with brine, dried (Na2SO4), filtered and concentrated. The crude residue was purified on a preparative SiO2 TLC plate developed ...